Dataset: the Open Reaction Database (ORD), a public repository of structured organic reaction records. Task: describe an organic reaction: reactants, conditions, products, and yield The reactants are Br.BrCC1=NC=CC=C1 (2-bromomethylpyridine hydrobromide), [H-].[Na+] (sodium hydride), CC=1C=C(C(=O)C2CNC3=CC=CC=C3C2=O)C=CC1C (3-(3,4-dimethyl-benzoyl)-2,3-dihydro-1H-quinolin-4-one). The solvent is CN(C=O)C (dimethylformamide). Product: CC=1C=C(C(=O)C2CN(C3=CC=CC=C3C2=O)CC2=NC=CC=C2)C=CC1C (3-(3,4-Dimethyl-benzoyl)-1-pyridin-2-ylmethyl-2,3-dihydro-1H-quinolin-4-one), pale yellow solid. The yield is 29.0%. RXN SMILES: [H-].[Na+].[CH3:3][C:4]1[CH:5]=[C:6]([CH:20]=[CH:21][C:22]=1[CH3:23])[C:7]([CH:9]1[C:18](=[O:19])[C:17]2[C:12](=[CH:13][CH:14]=[CH:15][CH:16]=2)[NH:11][CH2:10]1)=[O:8].Br.Br[CH2:26][C:27]1[CH:32]=[CH:31][CH:30]=[CH:29][N:28]=1>CN(C)C=O>[CH3:3][C:4]1[CH:5]=[C:6]([CH:20]=[CH:21][C:22]=1[CH3:23])[C:7]([CH:9]1[C:18](=[O:19])[C:17]2[C:12](=[CH:13][CH:14]=[CH:15][CH:16]=2)[N:11]([CH2:26][C:27]2[CH:32]=[CH:31][CH:30]=[CH:29][N:28]=2)[CH2:10]1)=[O:8] |f:0.1,3.4|. Procedure: Compound 4n was prepared following the procedure outlined in Step 3 of Example 1 using 32 mg (0.8 mmol) of sodium hydride (60%), 86 mg (0.31 mmol) of 3-(3,4-dimethyl-benzoyl)-2,3-dihydro-1H-quinolin-4-one 3 mL of anhydrous dimethylformamide, and 101.2 mg (0.40 mmol) of 2-bromomethylpyridine hydrobromide. The crude product 4n was purified by flash chromatography to yield 32 mg pale yellow solid (29%): LC-MSD, m/z for C24H20N2O2, [M+H]+=369.4, [M+2H]+=370.4; Reverse phase HPLC (gradient acetonitri... The reactants are C(C1=CC=CC=C1)OC1=C(C=C(C=C1)O)OC (4-benzyloxy-3-methoxyphenol), C([O-])([O-])=O.[K+].[K+] (potassium carbonate), BrCC(=O)OCC (ethyl bromoacetate). Run in C(C)C(=O)C (methyl ethyl ketone). Product: C(C1=CC=CC=C1)OC1=C(C=C(OCC(=O)OCC)C=C1)OC (Ethyl 4-benzyloxy-3-methoxyphenoxy-acetate). RXN SMILES: [CH2:1]([O:8][C:9]1[CH:14]=[CH:13][C:12]([OH:15])=[CH:11][C:10]=1[O:16][CH3:17])[C:2]1[CH:7]=[CH:6][CH:5]=[CH:4][CH:3]=1.C(=O)([O-])[O-].[K+].[K+].Br[CH2:25][C:26]([O:28][CH2:29][CH3:30])=[O:27]>C(C(C)=O)C>[CH2:1]([O:8][C:9]1[CH:14]=[CH:13][C:12]([O:15][CH2:25][C:26]([O:28][CH2:29][CH3:30])=[O:27])=[CH:11][C:10]=1[O:16][CH3:17])[C:2]1[CH:3]=[CH:4][CH:5]=[CH:6][CH:7]=1 |f:1.2.3|. Procedure: Using the procedure of Step C of Example 16, 2.76 g of the product of Step A, 1.82 g of potassium carbonate, 15 ml of methyl ethyl ketone and 1.6 ml of ethyl bromoacetate were reacted. Extraction was carried out with methyl ethyl ketone and the organic phase was concentrated to dryness to obtain 3.9 g of crude product which was chromatographed on silica (eluant: hexane-ethyl acetate 8-2) to obtain 3.6 g of the expected product melting at 58° C. Reactants: O=C1NCC2(CCN(Cc3ccccc3)CC2)O1, CCO. Product: O=C1NCC2(CCNCC2)O1. Reaction SMILES: [CH2:1]([c:2]1[cH:3][cH:4][cH:5][cH:6][cH:7]1)[N:8]1[CH2:9][CH2:10][C:11]2([CH2:12][NH:13][C:14](=[O:16])[O:15]2)[CH2:17][CH2:18]1.[CH3:19][CH2:20][OH:21]>>[NH:8]1[CH2:9][CH2:10][C:11]2([CH2:12][NH:13][C:14](=[O:16])[O:15]2)[CH2:17][CH2:18]1. Starting materials: [N-]=[N+]=[N-].[Na+] (Sodium azide), [Cl-].[NH+]1=CC=CC=C1 (pyridinium chloride), COC=1C=C(C=CC(=O)NC2=CC=CC3=C2OCCO3)C=CC1OCCCCC (8-(3-methoxy-4-pentyloxycinnamoyl) amino-1,4-benzodioxane). The solvent is CN(C=O)C (dimethylformamide), Cl (hydrochloric acid). Reaction conditions: temperature 100 celsius, time 1.5 hour. Product: COC=1C=C(C=CC(=O)NC2=CC=CC3=C2OC(CO3)C3=NN=NN3)C=CC1OCCCCC (8- (3-methoxy-4-pentyloxycinnamoyl) amino-2-(5-tetrazolyl) -1,4-benzodioxane). Reaction SMILES: [N-:1]=[N+:2]=[N-:3].[Na+].[Cl-].[NH+:6]1C=CC=C[CH:7]=1.[CH3:12][O:13][C:14]1[CH:15]=[C:16]([CH:32]=[CH:33][C:34]=1[O:35][CH2:36][CH2:37][CH2:38][CH2:39][CH3:40])[CH:17]=[CH:18][C:19]([NH:21][C:22]1[C:27]2[O:28][CH2:29][CH2:30][O:31][C:26]=2[CH:25]=[CH:24][CH:23]=1)=[O:20]>CN(C)C=O.Cl>[CH3:12][O:13][C:14]1[CH:15]=[C:16]([CH:32]=[CH:33][C:34]=1[O:35][CH2:36][CH2:37][CH2:38][CH2:39][CH3:40])[CH:17]=[CH:18][C:19]([NH:21][C:22]1[C:27]2[O:28][CH:29]([C:7]3[NH:6][N:3]=[N:2][N:1]=3)[CH2:30][O:31][C:26]=2[CH:25]=[CH:24][CH:23]=1)=[O:20] |f:0.1,2.3|. Procedure details: Sodium azide (490 mg) and pyridinium chloride (870 rag) were added to a solution of 8-(3-methoxy-4-pentyloxycinnamoyl) amino-1,4-benzodioxane (560 mg; synthesized in reference example 2) in dry dimethylformamide (3 ml). In an atmosphere of argon, the solution was stirred for 1.5 hrs at 100° C. The reaction solution cooled to room temperature was poured into IN hydrochloric acid, and the mixture was extracted with ethyl acetate. The extract was washed with water and a saturated aqueous solution o...